From a dataset of the Open Reaction Database (ORD), a public repository of structured organic reaction records. describe an organic reaction: reactants, conditions, products, and yield Reactants: FC(C1=CC=C(N)C=C1)(F)F (4-trifluoromethylaniline), BrC(C(=O)OC(C1=CC(=CC=C1)OC1=CC=CC=C1)C#N)C(C)C (α-cyano-m-phenoxybenzyl α-bromoisovalerate). Yields the product α-cyano-m-phenoxybenzyl ester, FC(C1=CC=C(C=C1)N[C@@H](C(C)C)C(=O)O)(F)F (N-(4-trifluoromethylphenyl)valine). RXN SMILES: [F:1][C:2]([F:11])([F:10])[C:3]1[CH:9]=[CH:8][C:6]([NH2:7])=[CH:5][CH:4]=1.Br[CH:13]([CH:33]([CH3:35])[CH3:34])[C:14]([O:16]C(C#N)C1C=CC=C(OC2C=CC=CC=2)C=1)=[O:15]>>[F:1][C:2]([F:10])([F:11])[C:3]1[CH:9]=[CH:8][C:6]([NH:7][C@H:13]([C:14]([OH:16])=[O:15])[CH:33]([CH3:35])[CH3:34])=[CH:5][CH:4]=1. Reported procedure: Following the procedure of Example 6, 4-trifluoromethylaniline is reacted with α-cyano-m-phenoxybenzyl α-bromoisovalerate to yield the α-cyano-m-phenoxybenzyl ester of N-(4-trifluoromethylphenyl)valine, MS m/e 468.2 (M+).